From a dataset of the Open Reaction Database (ORD), a public repository of structured organic reaction records. describe an organic reaction: reactants, conditions, products, and yield Starting materials: COC([C@H](CC(C)C)N1C(C2=C(C1)CC=1C(=CC=C(C1O2)OC)OC)=O)=O ((S)-2-(5,8-dimethoxy-3-oxo-3,9-dihydro-1H-chromeno[2,3-c]pyrrol-2-yl)-4-methyl-pentanoic acid methyl ester), O.[OH-].[Li+] (lithium hydroxide monohydrate), mixture. The solvent is O1CCCC1.O (tetrahydrofuran water). The product is COC1=CC=C(C=2CC3=C(C(N(C3)[C@H](C(=O)O)CC(C)C)=O)OC12)OC ((S)-2-(5,8-dimethoxy-3-oxo-3,9-dihydro-1H-chromeno[2,3-c]pyrrol-2-yl)-4-methyl-pentanoic acid). Yield: 244.9%. Reaction SMILES: C[O:2][C:3](=[O:27])[C@@H:4]([N:9]1[CH2:13][C:12]2[CH2:14][C:15]3[C:16]([O:24][CH3:25])=[CH:17][CH:18]=[C:19]([O:22][CH3:23])[C:20]=3[O:21][C:11]=2[C:10]1=[O:26])[CH2:5][CH:6]([CH3:8])[CH3:7].O.[OH-].[Li+]>O1CCCC1.O>[CH3:23][O:22][C:19]1[C:20]2[O:21][C:11]3[C:10](=[O:26])[N:9]([C@@H:4]([CH2:5][CH:6]([CH3:8])[CH3:7])[C:3]([OH:27])=[O:2])[CH2:13][C:12]=3[CH2:14][C:15]=2[C:16]([O:24][CH3:25])=[CH:17][CH:18]=1 |f:1.2.3,4.5|. Procedure details: A solution of (S)-2-(5,8-dimethoxy-3-oxo-3,9-dihydro-1H-chromeno[2,3-c]pyrrol-2-yl)-4-methyl-pentanoic acid methyl ester (1.4 g, 1.39 mmol) and lithium hydroxide monohydrate (0.18 g, 4.26 mmol) was stirred at 25° C. for 2 hours in tetrahydrofuran-water (3:1) mixture (30 mL). The reaction mixture was concentrated in vacuo to remove tetrahydrofuran, and the residue was acidified with 2N hydrochloric acid, and diluted with water. The resulting solution was extracted with ethyl acetate (3×). The com... The reactants are OCC1=CCC(CC1)C(C)(C)O (2-(4-Hydroxymethyl-cyclohex-3-enyl)-propan-2-ol), C1(C=2C(C(N1)=O)=CC=CC2)=O (Phthalimide), CC(C)OC(=O)/N=N/C(=O)OC(C)C (DIAD). Solvent: O1CCCC1 (tetrahydrofuran). Yields the product OC(C)(C)C1CC=C(CC1)CN1C(C2=CC=CC=C2C1=O)=O (2-[4-(1-Hydroxy-1-methyl-ethyl)-cyclohex-1-enylmethyl]-isoindole-1,3-dione). The yield is 55.9%. As a reaction SMILES: O[CH2:2][C:3]1[CH2:8][CH2:7][CH:6]([C:9]([OH:12])([CH3:11])[CH3:10])[CH2:5][CH:4]=1.[C:13]1(=[O:23])[NH:17][C:16](=[O:18])[C:15]2=[CH:19][CH:20]=[CH:21][CH:22]=[C:14]12.CC(OC(/N=N/C(OC(C)C)=O)=O)C>O1CCCC1>[OH:12][C:9]([CH:6]1[CH2:7][CH2:8][C:3]([CH2:2][N:17]2[C:13](=[O:23])[C:14]3[C:15](=[CH:19][CH:20]=[CH:21][CH:22]=3)[C:16]2=[O:18])=[CH:4][CH2:5]1)([CH3:11])[CH3:10]. Procedure details: To a stirred solution of 2-(4-Hydroxymethyl-cyclohex-3-enyl)-propan-2-ol (5.765 grams, 34.270 mmole), Phthalimide (6.50 grams, 44.208 mmole), and triphenyl phosphene (11.60 grams, 44.208 mmole) in tetrahydrofuran (200 ml) at room temperature was added DIAD (9.010 grams, 44.552 mmole) dropwise, and the peach mixture was stirred at room temperature over night. The mixture was quenched with 150 ml water and extracted with 2×100 ml ethyl acetate. It was then concentrated to a yellow residue. This wa... Starting materials: CC(C)(C)OC(=O)CBr, CN(C)C=O, [H-], [Na+], O, CCOC(=O)c1cn[nH]c1. Yields the product CCOC(=O)c1cnn(CC(=O)OC(C)(C)C)c1. Reaction SMILES: [Br:13][CH2:14][C:15](=[O:16])[O:17][C:18]([CH3:19])([CH3:20])[CH3:21].[CH3:23][N:24]([CH3:25])[CH:26]=[O:27].[H-:11].[Na+:12].[OH2:22].[nH:1]1[n:2][cH:3][c:4]([C:6](=[O:7])[O:8][CH2:9][CH3:10])[cH:5]1>>[n:1]1([CH2:14][C:15](=[O:16])[O:17][C:18]([CH3:19])([CH3:20])[CH3:21])[n:2][cH:3][c:4]([C:6](=[O:7])[O:8][CH2:9][CH3:10])[cH:5]1. Starting materials: C1CCOC1, CCCC[N+](CCCC)(CCCC)CCCC, CCOC(C)=O, [F-], CC(C)(CCO[Si](C)(C)C(C)(C)C)COP(=O)(OC(C)(C)C)OC(C)(C)C. Product: CC(C)(CCO)COP(=O)(OC(C)(C)C)OC(C)(C)C. Reaction SMILES: [CH2:46]1[O:47][CH2:48][CH2:49][CH2:50]1.[CH3:29][CH2:30][CH2:31][CH2:32][N+:33]([CH2:34][CH2:35][CH2:36][CH3:37])([CH2:38][CH2:39][CH2:40][CH3:41])[CH2:42][CH2:43][CH2:44][CH3:45].[CH3:51][CH2:52][O:53][C:54](=[O:55])[CH3:56].[F-:28].[P:1](=[O:2])([O:3][C:4]([CH3:5])([CH3:6])[CH3:7])([O:8][C:9]([CH3:10])([CH3:11])[CH3:12])[O:13][CH2:14][C:15]([CH2:16][CH2:17][O:18][Si:19]([C:20]([CH3:21])([CH3:22])[CH3:23])([CH3:24])[CH3:25])([CH3:26])[CH3:27]>>[P:1](=[O:2])([O:3][C:4]([CH3:5])([CH3:6])[CH3:7])([O:8][C:9]([CH3:10])([CH3:11])[CH3:12])[O:13][CH2:14][C:15]([CH2:16][CH2:17][OH:18])([CH3:26])[CH3:27]. Starting materials: O (water), [N-]=[N+]=[N-].[Na+] (sodium azide), [Cl-].[NH4+] (ammonium chloride), C1(=CC=C(C=C1)COC=1C=C(C#N)C=CC1)C1=CC=CC=C1 (3-(biphenyl-4-ylmethoxy)benzonitrile). The solvent is CN(C=O)C (N,N-dimethylformamide). Reaction conditions: temperature 125 celsius, time 18 hour. The product is C1(=CC=C(C=C1)COC=1C=C(C=CC1)C1=NN=NN1)C1=CC=CC=C1 (5-[3-(Biphenyl-4-ylmethoxy)phenyl]-1H-tetrazole). The yield is 55.7%. As a reaction SMILES: [N-:1]=[N+:2]=[N-:3].[Na+].[Cl-].[NH4+].[C:7]1([C:23]2[CH:28]=[CH:27][CH:26]=[CH:25][CH:24]=2)[CH:12]=[CH:11][C:10]([CH2:13][O:14][C:15]2[CH:16]=[C:17]([CH:20]=[CH:21][CH:22]=2)[C:18]#[N:19])=[CH:9][CH:8]=1.O>CN(C)C=O>[C:7]1([C:23]2[CH:28]=[CH:27][CH:26]=[CH:25][CH:24]=2)[CH:12]=[CH:11][C:10]([CH2:13][O:14][C:15]2[CH:16]=[C:17]([C:18]3[NH:19][N:3]=[N:2][N:1]=3)[CH:20]=[CH:21][CH:22]=2)=[CH:9][CH:8]=1 |f:0.1,2.3|. Reported procedure: To a mixture of sodium azide (2.37 g, 36.45 mmol) and ammonium chloride (1.95 g, 36.45 mmol) in dry N,N-dimethylformamide (100 mL) under an atmosphere of nitrogen, 3-(biphenyl-4-ylmethoxy)benzonitrile (8.0 g, 28.04 mmol) was added and the reaction mixture was stirred at 125° C. for 18 hours. To the cooled reaction mixture water (100 mL) was added and the reaction mixture stirred for 0.75 hour. The precipitate was filtered off and washed with water, 96% ethanol (2×50 mL), and dried in vacuo at 50...